This data is from the Open Reaction Database (ORD), a public repository of structured organic reaction records. The task is: describe an organic reaction: reactants, conditions, products, and yield Starting materials: FC=1C=C2C=CNC2=CC1 (5-fluoroindole), O (water), [H-].[Na+] (sodium hydride), CC1OC1 ((RS)-methyloxirane). The product is FC=1C=C2C=CN(C2=CC1)CC(C)O ((RS)-1-(5-fluoro-indol-1-yl)-propan-2-ol). Conditions: time 1 hour. RXN SMILES: [H-].[Na+].[F:3][C:4]1[CH:5]=[C:6]2[C:10](=[CH:11][CH:12]=1)[NH:9][CH:8]=[CH:7]2.[CH3:13][CH:14]1[CH2:16][O:15]1.O>O1CCCC1.CCOCC>[F:3][C:4]1[CH:5]=[C:6]2[C:10](=[CH:11][CH:12]=1)[N:9]([CH2:13][CH:14]([OH:15])[CH3:16])[CH:8]=[CH:7]2 |f:0.1|. The solvent is O1CCCC1 (tetrahydrofuran), CCOCC (ether). Isolated yield 62.0%. Procedure: A suspension of 0.55 g of sodium hydride dispersion in 75 ml of tetrahydrofuran was treated with 2 g of 5-fluoroindole at 0° and stirred at this temperature for 1 hour. After the addition of 2.1 ml of (RS)-methyloxirane the reaction mixture was stirred at room temperature for 24 hours and subsequently treated with 5 ml of water. The mixture was diluted with ether, washed three times with 75 ml of water each time and with 70 ml of saturated sodium chloride solution and the organic phase was dried... The reactants are NCc1ccco1, CCO, O=C1OC(=O)c2ccccc21. Product: O=C1c2ccccc2C(=O)N1Cc1ccco1. As a reaction SMILES: [CH2:1]([c:2]1[cH:3][cH:4][cH:5][o:6]1)[NH2:7].[CH3:19][CH2:20][OH:21].[O:8]=[C:9]1[O:10][C:11](=[O:12])[c:13]2[cH:14][cH:15][cH:16][cH:17][c:18]21>>[CH2:1]([c:2]1[cH:3][cH:4][cH:5][o:6]1)[N:7]1[C:9](=[O:8])[c:18]2[c:13]([cH:14][cH:15][cH:16][cH:17]2)[C:11]1=[O:10]. The reactants are C=O (formalin), C(C)(=O)O[BH-](OC(C)=O)OC(C)=O.[Na+] (sodium triacetoxyborohydride), Cl.NC[C@@H]1CC[C@H](CC1)NC(OCC1=CC=CC=C1)=O (benzyl trans-4-aminomethylcyclohexylcarbamate hydrochloride), O1CCC(CC1)=O (tetrahydro-4H-pyran-4-one), 1,8-diazabicyco[5,4,0]-7-undecene, C(C)(=O)O[BH-](OC(C)=O)OC(C)=O.[Na+] (sodium triacetoxyborohydride). Solvent: O (water), ClCCCl (1,2-dichloroethane), C(C)N(CC)CC (triethylamine). Conditions: time 14 hour. Product: CN(C1CCOCC1)C[C@@H]1CC[C@H](CC1)NC(OCC1=CC=CC=C1)=O (benzyl trans-4-[N-methyl-N-(tetrahydropyran-4-yl)aminomethyl]cyclohexylcarbamate). Yield: 61.0%. Reaction SMILES: Cl.[NH2:2][CH2:3][C@H:4]1[CH2:9][CH2:8][C@H:7]([NH:10][C:11](=[O:20])[O:12][CH2:13][C:14]2[CH:19]=[CH:18][CH:17]=[CH:16][CH:15]=2)[CH2:6][CH2:5]1.[O:21]1[CH2:26][CH2:25][C:24](=O)[CH2:23][CH2:22]1.[C:28](O[BH-](OC(=O)C)OC(=O)C)(=O)C.[Na+].C=O>ClCCCl.O.C(N(CC)CC)C>[CH3:28][N:2]([CH2:3][C@H:4]1[CH2:9][CH2:8][C@H:7]([NH:10][C:11](=[O:20])[O:12][CH2:13][C:14]2[CH:15]=[CH:16][CH:17]=[CH:18][CH:19]=2)[CH2:6][CH2:5]1)[CH:24]1[CH2:25][CH2:26][O:21][CH2:22][CH2:23]1 |f:0.1,3.4|. Procedure: To a solution of benzyl trans-4-aminomethylcyclohexylcarbamate hydrochloride (11.56 g), tetrahydro-4H-pyran-4-one (3.85 g), triethylamine (8 ml) and 1,8-diazabicyco[5,4,0]-7-undecene (5.85 g) in 1,2-dichloroethane (100 ml) was added at room temperature sodium triacetoxyborohydride (8.96 g), and the resulting mixture was stirred for 14 hours. To the reaction mixture were added 37% formalin (3.43 g) and sodium triacetoxyborohydride, and the resulting mixture was stirred further for 7 hours. The re... Starting materials: C1=CC(=CC(=C1)Cl)C(=O)OO (mCPBA), C(C1=CC=CC=C1)OC1=CC=2C3=C(C=NC2C=C1)N=C(N3C)CC (8-benzyloxy-2-ethyl-1-methyl-1H-imidazo[4,5-c]quinoline). Run in C(Cl)(Cl)Cl (chloroform). Conditions: time 5.5 hour. Product: C(C1=CC=CC=C1)OC1=CC=2C3=C(C=[N+](C2C=C1)[O-])N=C(N3C)CC (8-benzyloxy-2-ethyl-1-methyl-5-oxido-1H-imidazo[4,5-c]quinoline). Isolated yield 8.3%. Reaction SMILES: C1C=C(Cl)C=C(C(OO)=[O:9])C=1.[CH2:12]([O:19][C:20]1[CH:29]=[CH:28][C:27]2[N:26]=[CH:25][C:24]3[N:30]=[C:31]([CH2:34][CH3:35])[N:32]([CH3:33])[C:23]=3[C:22]=2[CH:21]=1)[C:13]1[CH:18]=[CH:17][CH:16]=[CH:15][CH:14]=1>C(Cl)(Cl)Cl>[CH2:12]([O:19][C:20]1[CH:29]=[CH:28][C:27]2[N+:26]([O-:9])=[CH:25][C:24]3[N:30]=[C:31]([CH2:34][CH3:35])[N:32]([CH3:33])[C:23]=3[C:22]=2[CH:21]=1)[C:13]1[CH:14]=[CH:15][CH:16]=[CH:17][CH:18]=1. Procedure details: A modification of the general method described in Part B of Example 3 was followed. mCPBA (60% pure, 1.39 g, 47.3 mmol) was added in portions to a solution of 8-benzyloxy-2-ethyl-1-methyl-1H-imidazo[4,5-c]quinoline (1.5 g, 47 mmol) in chloroform (75 mL), and the reaction was stirred for 5.5 hours. During the work-up, the combined aqueous washings were extracted with dichloromethane, and the product precipitated from solution. The combined dichloromethane and chloroform solutions were concentrate... The reactants are CC(C)(C)C1CCNCC1, COC(=O)CCC(C(N)=O)N1Cc2c(OCc3ccc(CCl)cc3)cccc2C1=O, CCN(C(C)C)C(C)C, Cl, CN(C)C=O. Product: COC(=O)CCC(C(N)=O)N1Cc2c(OCc3ccc(CN4CCC(C(C)(C)C)CC4)cc3)cccc2C1=O. Reaction SMILES: [C:32]([CH3:33])([CH3:34])([CH3:35])[CH:36]1[CH2:37][CH2:38][NH:39][CH2:40][CH2:41]1.[CH3:1][O:2][C:3]([CH2:4][CH2:5][CH:6]([N:7]1[C:8](=[O:26])[c:9]2[cH:10][cH:11][cH:12][c:13]([O:16][CH2:17][c:18]3[cH:19][cH:20][c:21]([CH2:24][Cl:25])[cH:22][cH:23]3)[c:14]2[CH2:15]1)[C:27]([NH2:28])=[O:29])=[O:30].[CH:42]([N:43]([CH:44]([CH3:45])[CH3:46])[CH2:47][CH3:48])([CH3:49])[CH3:50].[ClH:31].[O:51]=[CH:52][N:53]([CH3:54])[CH3:55]>>[CH3:1][O:2][C:3]([CH2:4][CH2:5][CH:6]([N:7]1[C:8](=[O:26])[c:9]2[cH:10][cH:11][cH:12][c:13]([O:16][CH2:17][c:18]3[cH:19][cH:20][c:21]([CH2:24][N:39]4[CH2:38][CH2:37][CH:36]([C:32]([CH3:33])([CH3:34])[CH3:35])[CH2:41][CH2:40]4)[cH:22][cH:23]3)[c:14]2[CH2:15]1)[C:27]([NH2:28])=[O:29])=[O:30]. The reactants are [Cl-].[Cl-].C(C)[Al+2] (ethyl aluminum dichloride), O (water), CC(=CCCC(=C)C=C)C (myrcene), CC(C=O)=CC (2-methyl-2-butenal). Reagents/catalysts: [Cl-].[Cl-].C(C)[Al+2] (ethyl aluminum dichloride). Run in C1=CC=CC=C1 (benzene), C1=CC=CC=C1 (benzene), C1=CC=CC=C1 (benzene), C1=CC=CC=C1 (benzene). Reaction conditions: temperature 60 celsius, time 1 hour. The product is CC1(CC=C(CC1C)CCC=C(C)C)C=O (1,6-dimethyl-4-(4-methyl-3-pentenyl)-3-cyclohexene-1-carboxaldehyde). The yield is 44.7%. RXN SMILES: [Cl-].[Cl-].C([Al+2])C.[CH3:6][C:7]([CH3:15])=[CH:8][CH2:9][CH2:10][C:11]([CH:13]=[CH2:14])=[CH2:12].[CH3:16][C:17](=[CH:20][CH3:21])[CH:18]=[O:19].O>C1C=CC=CC=1.[Cl-].[Cl-].C([Al+2])C>[CH3:16][C:17]1([CH:18]=[O:19])[CH:20]([CH3:21])[CH2:12][C:11]([CH2:10][CH2:9][CH:8]=[C:7]([CH3:15])[CH3:6])=[CH:13][CH2:14]1 |f:0.1.2,7.8.9|. Procedure: A 3-neck reaction vessel is charged with 100 ml benzene and 50 grams of 25% ethyl aluminum dichloride in benzene. A solution containing 320 grams myrcene (85% pure), 170 grams 2-methyl-2-butenal, and 200 ml benzene is fed in at 40°-50° C. over a 1 hour period. The temperature is then raised to 60° C. and held there for 1/2 hour. An additional 10 grams ethyl aluminum dichloride solution mixed with 20 ml benzene is added and heating is continued for an additional 1/2 hour. The mixture is then cool... The reactants are [BH4-], COc1ccccc1C1=CCN(Cc2ccccc2)CC1, COCCOCCOC, Cl, [Na+], [Na+], [OH-], O, OO. The product is COc1ccccc1C1CCN(Cc2ccccc2)CC1O. Reaction SMILES: [BH4-:1].[CH2:3]([c:4]1[cH:5][cH:6][cH:7][cH:8][cH:9]1)[N:10]1[CH2:11][CH2:12][C:13]([c:16]2[c:17]([O:22][CH3:23])[cH:18][cH:19][cH:20][cH:21]2)=[CH:14][CH2:15]1.[CH3:29][O:30][CH2:31][CH2:32][O:33][CH2:34][CH2:35][O:36][CH3:37].[ClH:28].[Na+:25].[Na+:2].[OH-:24].[OH2:38].[OH:26][OH:27]>>[CH2:3]([c:4]1[cH:5][cH:6][cH:7][cH:8][cH:9]1)[N:10]1[CH2:11][CH2:12][CH:13]([c:16]2[c:17]([O:22][CH3:23])[cH:18][cH:19][cH:20][cH:21]2)[CH:14]([OH:24])[CH2:15]1. Reactants: O.O.[Sn](Cl)Cl (Tin(II) chloride dihydrate), N(=[N+]=[N-])CC1=CN=C(S1)C1=CC=C(N=N1)N(C(OC(C)(C)C)=O)CC1(CCC1)C1=NC=CC=C1F (t-butyl 6-(5-(azidomethyl)thiazol-2-yl)pyridazin-3-yl((1-(3-fluoropyridin-2-yl)cyclobutyl)methyl)carbamate), C(C)(=O)OCC (ethyl acetate). The solvent is CO (methanol). Conditions: time 30 minute. Product: NCC1=CN=C(S1)C1=CC=C(N=N1)N(C(OC(C)(C)C)=O)CC1(CCC1)C1=NC=CC=C1F (t-butyl 6-(5-(aminomethyl)thiazol-2-yl)pyridazin-3-yl((1-(3-fluoropyridin-2-yl)cyclobutyl)methyl)carbamate). The yield is 185.9%. RXN SMILES: O.O.[Sn](Cl)Cl.[N:6]([CH2:9][C:10]1[S:14][C:13]([C:15]2[N:20]=[N:19][C:18]([N:21]([CH2:29][C:30]3([C:34]4[C:39]([F:40])=[CH:38][CH:37]=[CH:36][N:35]=4)[CH2:33][CH2:32][CH2:31]3)[C:22](=[O:28])[O:23][C:24]([CH3:27])([CH3:26])[CH3:25])=[CH:17][CH:16]=2)=[N:12][CH:11]=1)=[N+]=[N-].C(OCC)(=O)C>CO>[NH2:6][CH2:9][C:10]1[S:14][C:13]([C:15]2[N:20]=[N:19][C:18]([N:21]([CH2:29][C:30]3([C:34]4[C:39]([F:40])=[CH:38][CH:37]=[CH:36][N:35]=4)[CH2:33][CH2:32][CH2:31]3)[C:22](=[O:28])[O:23][C:24]([CH3:26])([CH3:27])[CH3:25])=[CH:17][CH:16]=2)=[N:12][CH:11]=1 |f:0.1.2|. Procedure details: Tin(II) chloride dihydrate (15.5 g, 80 mmol) was added to a solution of t-butyl 6-(5-(azidomethyl)thiazol-2-yl)pyridazin-3-yl((1-(3-fluoropyridin-2-yl)cyclobutyl)methyl)carbamate (20 g, 40 mmol) in methanol (400 mL) and the reaction was stirred at rt for 30 min. The reaction was poured into ethyl acetate (1000 mL), washed with water (3×200 mL), and the combined organic layers were separated, dried over Na2SO4, filtered, concentrated, and purified using silica gel column chromatography (9% MeOH/9... Reactants: CC1=NC=CC(=C1)C(CC(C1=C(C=CC=C1)C)C1=CC=C(C=C1)CC(=O)O)=O ({4-[3-(2-methyl-pyridin-4-yl)-3-oxo-1-o-tolyl-propyl]-phenyl}-acetic acid), Cl.NO (hydroxylamine hydrochloride), C(=O)(O)[O-].[Na+] (NaHCO3). Product: ON=C(CC(C1=C(C=CC=C1)C)C1=CC=C(C=C1)CC(=O)O)C1=CC(=NC=C1)C ({4-[3-[Hydroxyimino]-3-(2-methyl-pyridin-4-yl)-1-o-tolyl-propyl]-phenyl}-acetic acid). RXN SMILES: [CH3:1][C:2]1[CH:7]=[C:6]([C:8](=O)[CH2:9][CH:10]([C:18]2[CH:23]=[CH:22][C:21]([CH2:24][C:25]([OH:27])=[O:26])=[CH:20][CH:19]=2)[C:11]2[CH:16]=[CH:15][CH:14]=[CH:13][C:12]=2[CH3:17])[CH:5]=[CH:4][N:3]=1.Cl.[NH2:30][OH:31].C([O-])(O)=O.[Na+]>>[OH:31][N:30]=[C:8]([C:6]1[CH:5]=[CH:4][N:3]=[C:2]([CH3:1])[CH:7]=1)[CH2:9][CH:10]([C:18]1[CH:23]=[CH:22][C:21]([CH2:24][C:25]([OH:27])=[O:26])=[CH:20][CH:19]=1)[C:11]1[CH:16]=[CH:15][CH:14]=[CH:13][C:12]=1[CH3:17] |f:1.2,3.4|. Reported procedure: In analogy to example 74, step 7, from {4-[3-(2-methyl-pyridin-4-yl)-3-oxo-1-o-tolyl-propyl]-phenyl}-acetic acid and hydroxylamine hydrochloride in the presence of NaHCO3 was prepared the title compound as a mixture of E and Z isomers (3.6:1) as a colorless oil, MS (ESI+): m/z=389.19 ([M+H]+).